Dataset: the Open Reaction Database (ORD), a public repository of structured organic reaction records. Task: describe an organic reaction: reactants, conditions, products, and yield Starting materials: C(CCC)[Li] (n-butyl lithium), B(OC)(OC)OC (trimethyl borate), Cl (hydrochloric acid), ice water, BrC1=CC(=C(C=C1)C1=CC(=C(C(=C1)F)F)F)F (4-Bromo-2,3′,4′,5′-tetrafluoro-1,1′-biphenyl). Run in CCCCCC (n-hexane), C1CCOC1 (THF), C(C)OCC (diethyl ether). Reaction conditions: temperature -74 celsius, time 120 minute. Product: FC1(C(=CC=CC1)C1=CC(=C(C(=C1)F)F)F)B(O)O (2,3′,4′,5′-tetrafluoro-1,1′-biphenylboronic acid). Reaction SMILES: Br[C:2]1[CH:7]=[CH:6][C:5]([C:8]2[CH:13]=[C:12]([F:14])[C:11]([F:15])=[C:10]([F:16])[CH:9]=2)=[C:4]([F:17])[CH:3]=1.C([Li])CCC.[B:23](OC)([O:26]C)[O:24]C.Cl>CCCCCC.C1COCC1.C(OCC)C>[F:17][C:4]1([B:23]([OH:26])[OH:24])[CH2:3][CH:2]=[CH:7][CH:6]=[C:5]1[C:8]1[CH:13]=[C:12]([F:14])[C:11]([F:15])=[C:10]([F:16])[CH:9]=1. Procedure: 4-Bromo-2,3′,4′,5′-tetrafluoro-1,1′-biphenyl (T-39) (12.0 g) and diethyl ether (220 ml) were put into a reaction vessel under a nitrogen atmosphere and cooled to −74° C. 1.57M of n-butyl lithium in n-hexane solution (31.5 ml) was added dropwise thereto in the temperature range of −74° C. to −68° C. and stirred another 120 minutes. Then, trimethyl borate (6.70 ml) in THF (20 ml) solution was added dropwise in the temperature range of −75° C. to −68° C. and the stirring was continued for another 1... The reactants are BrCC1=NC(=C(C=C1)C)C (2-Bromomethyl-5,6-dimethylpyridine), C1(=CC=CC=C1)P(C1=CC=CC=C1)C1=CC=CC=C1 (triphenylphosphine). The solvent is C(C)#N (acetonitrile). Yields the product [Br-].CC=1C=CC(=NC1C)C[P+](C1=CC=CC=C1)(C1=CC=CC=C1)C1=CC=CC=C1 (((5,6-Dimethyl-2-pyridinyl)methyl)triphenylphosphonium bromide). Isolated yield 85.3%. RXN SMILES: [Br:1][CH2:2][C:3]1[CH:8]=[CH:7][C:6]([CH3:9])=[C:5]([CH3:10])[N:4]=1.[C:11]1([P:17]([C:24]2[CH:29]=[CH:28][CH:27]=[CH:26][CH:25]=2)[C:18]2[CH:23]=[CH:22][CH:21]=[CH:20][CH:19]=2)[CH:16]=[CH:15][CH:14]=[CH:13][CH:12]=1>C(#N)C>[Br-:1].[CH3:9][C:6]1[CH:7]=[CH:8][C:3]([CH2:2][P+:17]([C:18]2[CH:19]=[CH:20][CH:21]=[CH:22][CH:23]=2)([C:24]2[CH:29]=[CH:28][CH:27]=[CH:26][CH:25]=2)[C:11]2[CH:12]=[CH:13][CH:14]=[CH:15][CH:16]=2)=[N:4][C:5]=1[CH3:10] |f:3.4|. Procedure details: The bromide from Step 5 (740 mg, 3.7 mmol) and triphenylphosphine (1.31 g, 5 mmol) were dissolved in acetonitrile (15 mL) and the mixture was refluxed for 6 hours. Evaporation of the solvent in vacuo left a solid that was swished in Et2O. Filtration and vacuum drying of the powder gave 1.46 g (86%) of the desired phosphonium salt. Yields the product COC(=O)c1cc(-c2ccccc2)[nH]c(=O)c1. The reactants are C, CCO, [H][H], [Pd], COC(=O)c1cc(OCc2ccccc2)nc(-c2ccccc2)c1. RXN SMILES: [C:27].[CH3:29][CH2:30][OH:31].[H:25][H:26].[Pd:28].[c:1]1(-[c:7]2[n:8][c:9]([O:17][CH2:18][c:19]3[cH:20][cH:21][cH:22][cH:23][cH:24]3)[cH:10][c:11]([C:13](=[O:14])[O:15][CH3:16])[cH:12]2)[cH:2][cH:3][cH:4][cH:5][cH:6]1>>[c:1]1(-[c:7]2[nH:8][c:9](=[O:17])[cH:10][c:11]([C:13](=[O:14])[O:15][CH3:16])[cH:12]2)[cH:2][cH:3][cH:4][cH:5][cH:6]1. The reactants are CO, CC(=O)OCC(C)(C)c1nc2ccc(I)cn2n1, [K+], [K+], O=C([O-])[O-]. The product is CC(C)(CO)c1nc2ccc(I)cn2n1. Reaction SMILES: [CH3:25][OH:26].[I:1][c:2]1[cH:3][cH:4][c:5]2[n:6]([cH:7]1)[n:8][c:9]([C:11]([CH2:12][O:13][C:14](=[O:15])[CH3:16])([CH3:17])[CH3:18])[n:10]2.[K+:19].[K+:20].[O-:21][C:22]([O-:23])=[O:24]>>[I:1][c:2]1[cH:3][cH:4][c:5]2[n:6]([cH:7]1)[n:8][c:9]([C:11]([CH2:12][OH:13])([CH3:17])[CH3:18])[n:10]2.